This data is from the Open Reaction Database (ORD), a public repository of structured organic reaction records. The task is: describe an organic reaction: reactants, conditions, products, and yield Starting materials: ClC1=CC2=C(C(=N1)C(=O)Cl)C(=NN2C(C2=CC=CC=C2)(C2=CC=CC=C2)C2=CC=CC=C2)OC (6-chloro-3-methoxy-1-trityl-1H-pyrazolo[4,3-c]pyridine-4-carbonyl chloride), TEA, NN (hydrazine). Solvent: C(C)#N (acetonitrile). Reaction conditions: time 8 hour. The product is ClC1=CC2=C(C(=N1)C(=O)NN)C(=NN2C(C2=CC=CC=C2)(C2=CC=CC=C2)C2=CC=CC=C2)OC (6-chloro-3-methoxy-1-trityl-1H-pyrazolo[4,3-c]pyridine-4-carbohydrazide). As a reaction SMILES: [Cl:1][C:2]1[N:7]=[C:6]([C:8](Cl)=[O:9])[C:5]2[C:11]([O:33][CH3:34])=[N:12][N:13]([C:14]([C:27]3[CH:32]=[CH:31][CH:30]=[CH:29][CH:28]=3)([C:21]3[CH:26]=[CH:25][CH:24]=[CH:23][CH:22]=3)[C:15]3[CH:20]=[CH:19][CH:18]=[CH:17][CH:16]=3)[C:4]=2[CH:3]=1.[NH2:35][NH2:36]>C(#N)C>[Cl:1][C:2]1[N:7]=[C:6]([C:8]([NH:35][NH2:36])=[O:9])[C:5]2[C:11]([O:33][CH3:34])=[N:12][N:13]([C:14]([C:15]3[CH:16]=[CH:17][CH:18]=[CH:19][CH:20]=3)([C:27]3[CH:28]=[CH:29][CH:30]=[CH:31][CH:32]=3)[C:21]3[CH:26]=[CH:25][CH:24]=[CH:23][CH:22]=3)[C:4]=2[CH:3]=1. Reported procedure: 6-chloro-3-methoxy-1-trityl-1H-pyrazolo[4,3-c]pyridine-4-carbonyl chloride (240 mg, 0.491 mmol) was taken up in acetonitrile (4 ml). TEA (0.205 ml, 1.474 mmol) was added followed by the dropwise addition of hydrazine (0.046 ml, 1.474 mmol). The reaction was allowed to stir at rt overnight. The reaction mixture was concentrated in vacuo. The mixture was then resuspended in EtOAc and saturated NH4Cl was added. The products were extracted into EtOAc (3×) and the combined organics were washed with b... Reactants: IC1=CC=C(CN([C@@H](C(C)C)C(=O)O)C(CCCC)=O)C=C1 (N-(4-iodobenzyl)-N-valeryl-L-valine), N1N=NN=C1C1=C(C=CC=C1)B(O)O (2-(1H-tetrazol-5-yl)phenylboronic acid), [OH-].[Na+] (NaOH). The reagents and catalysts are Cl[Pd]([P](C1=CC=CC=C1)(C2=CC=CC=C2)C3=CC=CC=C3)([P](C4=CC=CC=C4)(C5=CC=CC=C5)C6=CC=CC=C6)Cl (bis(triphenylphosphine)palladium chloride). Solvent: CO (methanol), O (water). Run at temperature 70 celsius. The product is CCCCC(=O)N(CC=1C=CC(=CC1)C=2C=CC=CC2C=3NN=NN3)[C@@H](C(C)C)C(=O)O (Valsartan). Isolated yield 85.1%. As a reaction SMILES: I[C:2]1[CH:22]=[CH:21][C:5]([CH2:6][N:7]([C:15](=[O:20])[CH2:16][CH2:17][CH2:18][CH3:19])[C@H:8]([C:12]([OH:14])=[O:13])[CH:9]([CH3:11])[CH3:10])=[CH:4][CH:3]=1.[NH:23]1[C:27]([C:28]2[CH:33]=[CH:32][CH:31]=[CH:30][C:29]=2B(O)O)=[N:26][N:25]=[N:24]1.[OH-].[Na+]>CO.O.Cl[Pd](Cl)([P](C1C=CC=CC=1)(C1C=CC=CC=1)C1C=CC=CC=1)[P](C1C=CC=CC=1)(C1C=CC=CC=1)C1C=CC=CC=1>[CH3:19][CH2:18][CH2:17][CH2:16][C:15]([N:7]([C@H:8]([C:12]([OH:14])=[O:13])[CH:9]([CH3:11])[CH3:10])[CH2:6][C:5]1[CH:4]=[CH:3][C:2]([C:33]2[CH:32]=[CH:31][CH:30]=[CH:29][C:28]=2[C:27]2[NH:23][N:24]=[N:25][N:26]=2)=[CH:22][CH:21]=1)=[O:20] |f:2.3,^1:44,63|. Procedure: Nitrogen is bubbled for 5 min. To a mixture made up of 0.20 g (0.48 mmol) of N-(4-iodobenzyl)-N-valeryl-L-valine, 0.115 g (0.61 mmol) of 2-(1H-tetrazol-5-yl)phenylboronic acid, 0.017 g (0.024 mmol) of bis(triphenylphosphine)palladium chloride and 0.115 g (2.87 mmol) of NaOH in 2.4 mL of methanol and 0.7 mL of water are added. The reaction is heated to 70° C. under nitrogen atmosphere. Once 3 h has elapsed the reaction is considered to be completed and the methanol is distilled. The crude product... Reactants: C(C=1C(O)=CC=CC1)(=O)[O-].C(C=1C(O)=CC=CC1)(=O)[O-].C(C=1C(O)=CC=CC1)(=O)[O-].[Mg+2].OCC[N+](C)(C)C (choline magnesium trisalicylate), C(C=1C(O)=CC=CC1)(=O)[O-].C(C=1C(O)=CC=CC1)(=O)[O-].C(C=1C(O)=CC=CC1)(=O)[O-].[Mg+2].OCC[N+](C)(C)C (choline magnesium trisalicylate). Solvent: O (water). Product: solution, C(C=1C(O)=CC=CC1)(=O)[O-].C(C=1C(O)=CC=CC1)(=O)[O-].C(C=1C(O)=CC=CC1)(=O)[O-].[Mg+2].OCC[N+](C)(C)C (choline magnesium trisalicylate), C(C=1C(O)=CC=CC1)(=O)OCC[N+](C)(C)C (choline salicylate), C(C=1C(O)=CC=CC1)(=O)[O-].[Mg+2].C(C=1C(O)=CC=CC1)(=O)[O-] (magnesium salicylate), C(C=1C(O)=CC=CC1)(=O)[O-] (salicylate). Yield: 10.0%. As a reaction SMILES: [C:1]([O-:10])(=[O:9])[C:2]1[C:3](=[CH:5][CH:6]=[CH:7][CH:8]=1)[OH:4].[C:11]([O-:20])(=[O:19])[C:12]1[C:13](=[CH:15][CH:16]=[CH:17][CH:18]=1)[OH:14].[C:21]([O-:30])(=[O:29])[C:22]1[C:23](=[CH:25][CH:26]=[CH:27][CH:28]=1)[OH:24].[Mg+2:31].[OH:32][CH2:33][CH2:34][N+:35]([CH3:38])([CH3:37])[CH3:36]>O>[C:1]([O-:10])(=[O:9])[C:2]1[C:3](=[CH:5][CH:6]=[CH:7][CH:8]=1)[OH:4].[C:11]([O-:20])(=[O:19])[C:12]1[C:13](=[CH:15][CH:16]=[CH:17][CH:18]=1)[OH:14].[C:21]([O-:30])(=[O:29])[C:22]1[C:23](=[CH:25][CH:26]=[CH:27][CH:28]=1)[OH:24].[Mg+2:31].[OH:32][CH2:33][CH2:34][N+:35]([CH3:38])([CH3:37])[CH3:36].[C:1]([O:10][CH2:17][CH2:18][N+:35]([CH3:37])([CH3:36])[CH3:34])(=[O:9])[C:2]1[C:3](=[CH:5][CH:6]=[CH:7][CH:8]=1)[OH:4].[C:1]([O-:10])(=[O:9])[C:2]1[C:3](=[CH:5][CH:6]=[CH:7][CH:8]=1)[OH:4].[Mg+2:31].[C:1]([O-:10])(=[O:9])[C:2]1[C:3](=[CH:5][CH:6]=[CH:7][CH:8]=1)[OH:4].[C:1]([O-:10])(=[O:9])[C:2]1[C:3](=[CH:5][CH:6]=[CH:7][CH:8]=1)[OH:4] |f:0.1.2.3.4,6.7.8.9.10,12.13.14|. Reported procedure: A 10% solution of anionic salicylate was prepared by dissolving 10 g of choline magnesium trisalicylate (Trilisate™, Purdue Frederick, Norwalk, Conn.) in 87 g of distilled water. The mixture was stirred until the choline magnesium trisalicylate was fully dissolved. Each gram of choline magnesium trisalicylate yielded 587 mg of choline salicylate, 725 mg of magnesium salicylate being equivalent to 1 gram of salicylate content. Final composition: The reactants are CC(C)(C)C(=O)OCCl, CC[N+](CC)(CC)Cc1ccccc1, CCOC(C)=O, CN(C)C=O, CCN(C(C)C)C(C)C, [Cl-], CC(O)C1C(=O)N2C(C(=O)[O-])=C(c3ccc(COC(N)=O)cc3)CC12, [Na+], O. Yields the product CC(O)C1C(=O)N2C(C(=O)OCOC(=O)C(C)(C)C)=C(c3ccc(COC(N)=O)cc3)CC12. Reaction SMILES: [C:36]([C:37]([CH3:38])([CH3:39])[CH3:40])(=[O:41])[O:42][CH2:43][Cl:44].[CH2:57]([N+:58]([CH2:59][CH3:60])([CH2:61][CH3:62])[CH2:63][CH3:64])[c:65]1[cH:66][cH:67][cH:68][cH:69][cH:70]1.[CH3:45][CH2:46][O:47][C:48](=[O:49])[CH3:50].[CH3:51][N:52]([CH3:53])[CH:54]=[O:55].[CH:27]([N:28]([CH2:29][CH3:30])[CH:31]([CH3:32])[CH3:33])([CH3:34])[CH3:35].[Cl-:56].[NH2:1][C:2](=[O:3])[O:4][CH2:5][c:6]1[cH:7][cH:8][c:9]([C:12]2=[C:13]([C:23](=[O:24])[O-:25])[N:14]3[C:15](=[O:22])[CH:16]([CH:19]([CH3:20])[OH:21])[CH:17]3[CH2:18]2)[cH:10][cH:11]1.[Na+:26].[OH2:71]>>[NH2:1][C:2](=[O:3])[O:4][CH2:5][c:6]1[cH:7][cH:8][c:9]([C:12]2=[C:13]([C:23](=[O:24])[O:25][CH2:43][O:42][C:36]([C:37]([CH3:38])([CH3:39])[CH3:40])=[O:41])[N:14]3[C:15](=[O:22])[CH:16]([CH:19]([CH3:20])[OH:21])[CH:17]3[CH2:18]2)[cH:10][cH:11]1. Reactants: O=C([O-])[O-], COC(OC)c1ccc([N+](=O)[O-])c(F)c1, CN(C)C=O, CCOC(C)=O, [Cs+], [Cs+], NC(=O)c1sc(N)nc1-c1ccc(Cl)cc1, O. Yields the product COC(OC)c1ccc([N+](=O)[O-])c(Nc2nc(-c3ccc(Cl)cc3)c(C(N)=O)s2)c1. RXN SMILES: [C:32](=[O:33])([O-:34])[O-:35].[CH3:17][O:18][CH:19]([c:20]1[cH:21][c:22]([F:29])[c:23]([N+:26](=[O:27])[O-:28])[cH:24][cH:25]1)[O:30][CH3:31].[CH3:38][N:39]([CH3:40])[CH:41]=[O:42].[CH3:43][CH2:44][O:45][C:46](=[O:47])[CH3:48].[Cs+:36].[Cs+:37].[NH2:1][c:2]1[s:3][c:4]([C:14](=[O:15])[NH2:16])[c:5](-[c:7]2[cH:8][cH:9][c:10]([Cl:13])[cH:11][cH:12]2)[n:6]1.[OH2:49]>>[NH:1]([c:2]1[s:3][c:4]([C:14](=[O:15])[NH2:16])[c:5](-[c:7]2[cH:8][cH:9][c:10]([Cl:13])[cH:11][cH:12]2)[n:6]1)[c:22]1[cH:21][c:20]([CH:19]([O:18][CH3:17])[O:30][CH3:31])[cH:25][cH:24][c:23]1[N+:26](=[O:27])[O-:28]. The reactants are NCCCN, c1ccncc1, O=C(Oc1cccc2[nH]nnc12)c1ccc(B(O)O)cc1. Yields the product NCCCNC(=O)c1ccc(B(O)O)cc1. As a reaction SMILES: [NH2:22][CH2:23][CH2:24][CH2:25][NH2:26].[cH:27]1[cH:28][cH:29][n:30][cH:31][cH:32]1.[nH:1]1[c:2]2[cH:3][cH:4][cH:5][c:6]([O:7][C:11](=[O:12])[c:13]3[cH:14][cH:15][c:16]([B:19]([OH:20])[OH:21])[cH:17][cH:18]3)[c:8]2[n:9][n:10]1>>[C:11](=[O:12])([c:13]1[cH:14][cH:15][c:16]([B:19]([OH:20])[OH:21])[cH:17][cH:18]1)[NH:26][CH2:25][CH2:24][CH2:23][NH2:22]. The reactants are C(C#C)O (propargyl alcohol), FC=1C=C(C=CC1)I (3-fluoro iodobenzene), dichlorobis (triphenylphosphine) palladium (II). The reagents and catalysts are [Cu](I)I (copper iodide). The solvent is C(C)NCC (diethylamine). Conditions: temperature 25 celsius, time 20 hour. The product is FC=1C=C(C=CC1)C#CCO (3-(3-fluoro-phenyl)-prop-2-yn-1-ol). Isolated yield 92.5%. Reaction SMILES: [CH2:1]([OH:4])[C:2]#[CH:3].[F:5][C:6]1[CH:7]=[C:8](I)[CH:9]=[CH:10][CH:11]=1>[Cu](I)I.C(NCC)C>[F:5][C:6]1[CH:11]=[C:10]([C:3]#[C:2][CH2:1][OH:4])[CH:9]=[CH:8][CH:7]=1. Reported procedure: A mixture of propargyl alcohol (0.200 g, 5.4 mmol), 3-fluoro iodobenzene (0.63 ml, 5.4 mmol), copper iodide (0.103 g, 0.54 mol), dichlorobis (triphenylphosphine) palladium (II) (0.190 g, 0.3 mmol), diethylamine (10 ml) was degassed for 10 min. and stirred for 20 hrs at 25-25° C. Excess of diethyl amine was distilled off under vacuum. The residue was diluted with water (10 ml) and extracted with ethyl acetate. The organic layer was washed with brine solution and dried over Na2SO4. The solvent was... Reactants: COc1cccc2cc(-c3nc(Cl)ncc3Cl)sc12, Cl, Cl, Cl, CN1CCN(CCCN)CC1, CN1CCN(CCCNc2nccc(-c3cc4ccccc4s3)n2)CC1. Product: COc1cccc2cc(-c3nc(NCCCN4CCN(C)CC4)ncc3Cl)sc12. As a reaction SMILES: [Cl:30][c:31]1[n:32][cH:33][c:34]([Cl:48])[c:35](-[c:37]2[cH:38][c:39]3[c:40]([s:41]2)[c:42]([O:46][CH3:47])[cH:43][cH:44][cH:45]3)[n:36]1.[ClH:1].[ClH:2].[ClH:3].[NH2:49][CH2:50][CH2:51][CH2:52][N:53]1[CH2:54][CH2:55][N:56]([CH3:57])[CH2:58][CH2:59]1.[s:4]1[c:5](-[c:6]2[cH:7][cH:8][n:9][c:10]([NH:15][CH2:16][CH2:17][CH2:18][N:19]3[CH2:20][CH2:21][N:22]([CH3:25])[CH2:23][CH2:24]3)[n:11]2)[cH:12][c:13]2[cH:14][cH:26][cH:27][cH:28][c:29]12>>[NH:15]([CH2:16][CH2:17][CH2:18][N:19]1[CH2:20][CH2:21][N:22]([CH3:25])[CH2:23][CH2:24]1)[c:31]1[n:32][cH:33][c:34]([Cl:48])[c:35](-[c:37]2[cH:38][c:39]3[c:40]([s:41]2)[c:42]([O:46][CH3:47])[cH:43][cH:44][cH:45]3)[n:36]1.